The task is: describe an organic reaction: reactants, conditions, products, and yield. This data is from the Open Reaction Database (ORD), a public repository of structured organic reaction records. The reactants are C (CH4), COC=1C=C2CCN(CC2=CC1OC)C1=NC2=CC(=C(C=C2C(=C1)N)OC)OC (2-(6,7-dimethoxy-3,4-dihydro-1H-isoquinolin-2-yl) -6,7-dimethoxyquinolin-4-ylamine), C(\C=C\C(=O)O)(=O)O (fumaric acid). Run in C(Cl)Cl (CH2Cl2), CO (MeOH), CO (MeOH). Yields the product O.C(\C=C\C(=O)O)(=O)O.COC=1C=C2CCN(CC2=CC1OC)C1=NC2=CC(=C(C=C2C(=C1)N)OC)OC.COC=1C=C2CCN(CC2=CC1OC)C1=NC2=CC(=C(C=C2C(=C1)N)OC)OC.O (2-(6,7-Dimethoxy-3,4-dihydro-1H-isoquinolin-2-yl)-6,7-dimethoxyquinolin-4-ylamine hemifumarate hydrate). As a reaction SMILES: C.[CH3:2][O:3][C:4]1[CH:5]=[C:6]2[C:11](=[CH:12][C:13]=1[O:14][CH3:15])[CH2:10][N:9]([C:16]1[CH:25]=[C:24]([NH2:26])[C:23]3[C:18](=[CH:19][C:20]([O:29][CH3:30])=[C:21]([O:27][CH3:28])[CH:22]=3)[N:17]=1)[CH2:8][CH2:7]2.[C:31]([OH:38])(=[O:37])/[CH:32]=[CH:33]/[C:34]([OH:36])=[O:35]>C(Cl)Cl.CO>[OH2:3].[C:31]([OH:38])(=[O:37])/[CH:32]=[CH:33]/[C:34]([OH:36])=[O:35].[CH3:2][O:3][C:4]1[CH:5]=[C:6]2[C:11](=[CH:12][C:13]=1[O:14][CH3:15])[CH2:10][N:9]([C:16]1[CH:25]=[C:24]([NH2:26])[C:23]3[C:18](=[CH:19][C:20]([O:29][CH3:30])=[C:21]([O:27][CH3:28])[CH:22]=3)[N:17]=1)[CH2:8][CH2:7]2.[CH3:2][O:3][C:4]1[CH:5]=[C:6]2[C:11](=[CH:12][C:13]=1[O:14][CH3:15])[CH2:10][N:9]([C:16]1[CH:25]=[C:24]([NH2:26])[C:23]3[C:18](=[CH:19][C:20]([O:29][CH3:30])=[C:21]([O:27][CH3:28])[CH:22]=3)[N:17]=1)[CH2:8][CH2:7]2.[OH2:3] |f:5.6.7.8.9|. Procedure: To a stirred solution of 2-[1-(6, 7-dimethoxy-3,4-dihydro-1H-isoquinolin-2-yl)-ethylidineamino]-4,5-dimethoxybenzonitrile (471 mg, 1.19 mmol, 1.00 equiv) in refluxing anhydrous N,N-dimethylacetamide (24 mL) under argon was added ZnCl2 (339 mg, 2.49 mmol, 2.10 equiv) in three portions over 1 h. The solvent was removed by distillation at 70° C. under high vacuum. Ether (40 mL) was added to the residue, which was broken up with a stirring rod, and the mixture was stirred at 0° C. to precipitate the... Starting materials: C(C)(=O)N(C(=O)OCOC(CC)=O)C[C@H]1CN(C(O1)=O)C1=CC(=C(C=C1)C1CCS(CC1)(=O)=O)F ((R)-propionic acid (acetyl-{3-[4-(1,1-dioxo-hexahydro-1λ6-thiopyran-4-yl)-3-fluoro-phenyl]-2-oxo-oxazolidin-5-ylmethyl}-carbamoyloxy)-methyl ester), C(OCOC(C(C)C)=O)(=O)Cl (isobutyroyloxymethyl carbonochloridate). Run in ClCCl (dichloromethane). The product is O=S1(CCC(CC1)C1=C(C=C(C=C1)N1C(O[C@H](C1)CNC(=O)OCOC(C(C)C)=O)=O)F)=O ((S)-isobutyric acid 3-[4-(1,1-dioxo-hexahydro-1λ6-thiopyran-4-yl)-3-fluoro-phenyl]-2-oxo-oxazolidin-5-ylmethylcarbamoyloxymethyl ester). Yield: 91.0%. RXN SMILES: C([N:4]([CH2:14][C@@H:15]1[O:19][C:18](=[O:20])[N:17]([C:21]2[CH:26]=[CH:25][C:24]([CH:27]3[CH2:32][CH2:31][S:30](=[O:34])(=[O:33])[CH2:29][CH2:28]3)=[C:23]([F:35])[CH:22]=2)[CH2:16]1)[C:5]([O:7][CH2:8][O:9][C:10](=[O:13])[CH2:11][CH3:12])=[O:6])(=O)C.[C:36](Cl)(=O)OCOC(=O)C(C)C>ClCCl>[O:33]=[S:30]1(=[O:34])[CH2:31][CH2:32][CH:27]([C:24]2[CH:25]=[CH:26][C:21]([N:17]3[CH2:16][C@H:15]([CH2:14][NH:4][C:5]([O:7][CH2:8][O:9][C:10](=[O:13])[CH:11]([CH3:36])[CH3:12])=[O:6])[O:19][C:18]3=[O:20])=[CH:22][C:23]=2[F:35])[CH2:28][CH2:29]1. Procedure: Following general procedure C, (S)-5-aminomethyl-3-[4-(1,1-dioxo-hexahydro-1λ6-thiopyran-4-yl)-3-fluoro-phenyl]-oxazolidin-2-one (2) (344.1 mg, 1.00 mmol), dichloromethane (9 mL) and isobutyroyloxymethyl carbonochloridate (7c) gave the titled product in 91% yield (446.3 mg, 0.92 mmol). 1H NMR (400 MHz, CDCl3): δ 7.48 (dd, 1H), 7.23 (t, 1H), 7.16 (dd, 1H), 5.73 (q, 2H), 5.28 (t, 1H), 4.80 (sept, 1H), 4.05 (t, 1H), 3.79 (dd, 1H), 3.67 (ddd, 1H), 3.57 (dt, 1H), 3.12-3.19 (m, 4H), 3.09 (dt, 1H), 2.5... Reactants: CCCCCC (hexane), NC1=CC2=C(OCC2(C)C)C(=C1)C(C)(C)C (5-amino-7-tert-butyl-3,3-dimethyl-2,3-dihydrobenzo[b]-furan), CN(C)C1=NC=CC=C1 (dimethylaminopyridine), C(C)(=O)Cl (acetyl chloride). The solvent is CCOC(=O)C (EtOAc), C(Cl)Cl (CH2Cl2), CCOCC (Et2O). Run at time 1 hour. Yields the product C(C)(C)(C)C1=CC(=CC2=C1OCC2(C)C)NC(C)=O (N-(7-tert-butyl-3,3-dimethyl-2,3-dihydrobenzo[b]furan-5-yl)acetamide). Reaction SMILES: [NH2:1][C:2]1[CH:12]=[C:11]([C:13]([CH3:16])([CH3:15])[CH3:14])[C:5]2[O:6][CH2:7][C:8]([CH3:10])([CH3:9])[C:4]=2[CH:3]=1.CN(C1C=CC=CN=1)C.[C:26](Cl)(=[O:28])[CH3:27].CCCCCC>C(Cl)Cl.CCOCC.CCOC(C)=O>[C:13]([C:11]1[C:5]2[O:6][CH2:7][C:8]([CH3:10])([CH3:9])[C:4]=2[CH:3]=[C:2]([NH:1][C:26](=[O:28])[CH3:27])[CH:12]=1)([CH3:16])([CH3:15])[CH3:14]. Procedure details: To a solution of 5-amino-7-tert-butyl-3,3-dimethyl-2,3-dihydrobenzo[b]-furan (400 mg, 1.84 mmol) and dimethylaminopyridine (247 mg, 2.024 mmol) in CH2Cl2 (20 mL) is added at 24° C. acetyl chloride (130 μL, 1.84 mmol) in a single portion. The reaction is stirred for 1 h, and monitored by TLC (hexane:EtOAc, 9:1). The mixture is diluted with Et2O (5 mL), and a fine precipitate is filtered off. The filtrate is evaporated to an orange solid which is purified by preparative TLC (hexane:EtOAc, 9:1) to ... Starting materials: Cc1csc(OB([O-])[O-])c1, COC(=O)C1=Cc2cc(Br)ccc2S(=O)(=O)CC1, O=C([O-])[O-], CCO, [K+], [K+], O, O, Cc1ccccc1. The product is COC(=O)C1=Cc2cc(-c3cc(C)cs3)ccc2S(=O)(=O)CC1. As a reaction SMILES: [B:19]([O-:20])([O-:27])[O:28][c:21]1[s:22][cH:23][c:24]([CH3:26])[cH:25]1.[Br:1][c:2]1[cH:3][cH:4][c:5]2[c:6]([cH:18]1)[CH:7]=[C:8]([C:14](=[O:15])[O:16][CH3:17])[CH2:9][CH2:10][S:11]2(=[O:12])=[O:13].[C:29](=[O:30])([O-:31])[O-:32].[CH2:37]([OH:38])[CH3:39].[K+:33].[K+:34].[OH2:35].[OH2:36].[c:40]1([CH3:41])[cH:42][cH:43][cH:44][cH:45][cH:46]1>>[c:2]1(-[c:21]2[s:22][cH:23][c:24]([CH3:26])[cH:25]2)[cH:3][cH:4][c:5]2[c:6]([cH:18]1)[CH:7]=[C:8]([C:14](=[O:15])[O:16][CH3:17])[CH2:9][CH2:10][S:11]2(=[O:12])=[O:13]. Starting materials: C1(CCCC1)C1CCC(CC1)OC=1C(=C2C=CC(=CC2=CC1)[C@]1(NC(OC1)=O)C)C(F)(F)F ((R)-4-[6-(4-Cyclopentyl-cyclohexyloxy)-5-trifluoromethyl-naphthalen-2-yl]-4-methyl-oxazolidin-2-one), O.[OH-].[Li+] (lithium hydroxide, monohydrate), O (water). Yields the product N[C@](CO)(C)C1=CC2=CC=C(C(=C2C=C1)C(F)(F)F)O[C@@H]1CC[C@H](CC1)C1CCCC1 ((R)-2-Amino-2-[6-(trans-4-cyclopentyl-cyclohexyloxy)-5-trifluoromethyl-naphthalen-2-yl]propan-1-ol). Isolated yield 86.1%. Reaction SMILES: [CH:1]1([CH:6]2[CH2:11][CH2:10][CH:9]([O:12][C:13]3[C:14]([C:30]([F:33])([F:32])[F:31])=[C:15]4[C:20](=[CH:21][CH:22]=3)[CH:19]=[C:18]([C@:23]3([CH3:29])[CH2:27][O:26]C(=O)[NH:24]3)[CH:17]=[CH:16]4)[CH2:8][CH2:7]2)[CH2:5][CH2:4][CH2:3][CH2:2]1.O.[OH-].[Li+].O>>[NH2:24][C@@:23]([C:18]1[CH:17]=[CH:16][C:15]2[C:20](=[CH:21][CH:22]=[C:13]([O:12][C@H:9]3[CH2:10][CH2:11][C@H:6]([CH:1]4[CH2:5][CH2:4][CH2:3][CH2:2]4)[CH2:7][CH2:8]3)[C:14]=2[C:30]([F:32])([F:33])[F:31])[CH:19]=1)([CH3:29])[CH2:27][OH:26] |f:1.2.3|. Reported procedure: The compound was prepared in a manner similar as to that described above (R)-4-[6-(4-Cyclopentyl-cyclohexyloxy)-5-trifluoromethyl-naphthalen-2-yl]-4-methyl-oxazolidin-2-one (15 mg, 0.000032 mol), (0.14 g, 0.0030 mol), 4.2 M lithium hydroxide, monohydrate in water (0.13 mL, 0.00055 mol) to give 12 mg of the desired product as a white solid (81%). ESI-MS: 419 (M−16)+. 1H NMR (400 MHz, MeOD) δ=8.64-8.50 (m, 1H), 8.17-7.98 (m, 2H), 7.98-7.87 (m, 1H), 7.73-7.62 (m, 1H), 7.50-7.40 (m, 1H), 4.84-4.76 (...